Dataset: the Open Reaction Database (ORD), a public repository of structured organic reaction records. Task: describe an organic reaction: reactants, conditions, products, and yield Reactants: BrC=1C(=NC=CC1)N (3-bromopyridin-2-amine), CC1(OB(OC1(C)C)C1=CC=C(C=C1)OC1=CC=C(C=C1)C)C (4,4,5,5-tetramethyl-2-[4-(4-methylphenoxy)phenyl]-1,3,2-dioxaborolane), C([O-])([O-])=O.[Na+].[Na+] (sodium carbonate). Reagents/catalysts: C=1C=CC(=CC1)[P](C=2C=CC=CC2)(C=3C=CC=CC3)[Pd]([P](C=4C=CC=CC4)(C=5C=CC=CC5)C=6C=CC=CC6)([P](C=7C=CC=CC7)(C=8C=CC=CC8)C=9C=CC=CC9)[P](C=1C=CC=CC1)(C=1C=CC=CC1)C=1C=CC=CC1 (Tetrakis(triphenylphosphine)palladium(0)). Run in COCCOC (1,2-dimethoxyethane), O (water), O (water). Run at temperature 100 celsius, time 16 hour. The product is CC1=CC=C(OC2=CC=C(C=C2)C=2C(=NC=CC2)N)C=C1 (3-[4-(4-methylphenoxy)phenyl]pyridin-2-amine). The yield is 70.6%. Reaction SMILES: Br[C:2]1[C:3]([NH2:8])=[N:4][CH:5]=[CH:6][CH:7]=1.CC1(C)C(C)(C)OB([C:17]2[CH:22]=[CH:21][C:20]([O:23][C:24]3[CH:29]=[CH:28][C:27]([CH3:30])=[CH:26][CH:25]=3)=[CH:19][CH:18]=2)O1.C(=O)([O-])[O-].[Na+].[Na+]>COCCOC.O.C1C=CC([P]([Pd]([P](C2C=CC=CC=2)(C2C=CC=CC=2)C2C=CC=CC=2)([P](C2C=CC=CC=2)(C2C=CC=CC=2)C2C=CC=CC=2)[P](C2C=CC=CC=2)(C2C=CC=CC=2)C2C=CC=CC=2)(C2C=CC=CC=2)C2C=CC=CC=2)=CC=1>[CH3:30][C:27]1[CH:28]=[CH:29][C:24]([O:23][C:20]2[CH:21]=[CH:22][C:17]([C:2]3[C:3]([NH2:8])=[N:4][CH:5]=[CH:6][CH:7]=3)=[CH:18][CH:19]=2)=[CH:25][CH:26]=1 |f:2.3.4,^1:48,50,69,88|. Reported procedure: Tetrakis(triphenylphosphine)palladium(0) (12.5 g) was added to a suspension of 3-bromopyridin-2-amine (31.2 g), 4,4,5,5-tetramethyl-2-[4-(4-methylphenoxy)phenyl]-1,3,2-dioxaborolane (72.8 g) and sodium carbonate (38.3 g) in 1,2-dimethoxyethane (500 mL) and water (250 mL) and the mixture was stirred at 100° C. under N2 for 16 hr. The mixture was diluted with water at room temperature and extracted with EtOAc-THF (3:1). The separated organic layer was washed with brine, dried over anhydrous magnes... Reactants: FC1=C(C=CC(=C1)F)C(CC)=O (2',4'-difluoropropiophenone), BrBr (bromine), O (water). The solvent is C(Cl)Cl (methylene chloride). Run at time 30 minute. Product: BrC(C(=O)C1=C(C=C(C=C1)F)F)C (2-bromo-2',4'-difluoropropiophenone). Isolated yield 98.8%. RXN SMILES: [F:1][C:2]1[CH:7]=[C:6]([F:8])[CH:5]=[CH:4][C:3]=1[C:9](=[O:12])[CH2:10][CH3:11].[Br:13]Br.O>C(Cl)Cl>[Br:13][CH:10]([CH3:11])[C:9]([C:3]1[CH:4]=[CH:5][C:6]([F:8])=[CH:7][C:2]=1[F:1])=[O:12]. Procedure: In methylene chloride (300 ml) was dissolved 2',4'-difluoropropiophenone (55 g), to which was added bromine (50 g) dropwise, while stirring, during 30 minutes. The mixture was stirred for 30 minutes at room temperature. To the reaction mixture was added water (200 ml), and the methylene chloride layer was washed three times, followed by drying over anhydrous magnesium sulfate. The solvent was distilled off to leave 2-bromo-2',4'-difluoropropiophenone (77 g) as a pale yellow oily product. Reactants: Cc1cc(Oc2ccnc(OCCCNC(=O)OC(C)(C)C)n2)cc2c1C(CC(=O)O)OB2O, Cl, C1COCCO1. The product is Cc1cc(Oc2ccnc(OCCCN)n2)cc2c1C(CC(=O)O)OB2O. Reaction SMILES: [C:1]([O:2][C:3](=[O:4])[NH:8][CH2:9][CH2:10][CH2:11][O:12][c:13]1[n:14][cH:15][cH:16][c:17]([O:19][c:20]2[cH:21][c:22]([CH3:34])[c:23]3[c:24]([cH:33]2)[B:25]([OH:32])[O:26][CH:27]3[CH2:28][C:29](=[O:30])[OH:31])[n:18]1)([CH3:5])([CH3:6])[CH3:7].[ClH:35].[O:36]1[CH2:37][CH2:38][O:39][CH2:40][CH2:41]1>>[NH2:8][CH2:9][CH2:10][CH2:11][O:12][c:13]1[n:14][cH:15][cH:16][c:17]([O:19][c:20]2[cH:21][c:22]([CH3:34])[c:23]3[c:24]([cH:33]2)[B:25]([OH:32])[O:26][CH:27]3[CH2:28][C:29](=[O:30])[OH:31])[n:18]1. Reactants: Cl.NC[C@@H]1C[C@@H](CC2=C(C=CC=C12)OC)C1=CC=CC=C1 ([1R,3S] 1-Aminomethyl-5-methoxy-3-phenyl-1,2,3,4-tetrahydronaphthalene hydrochloride), CO (Methanol), B(Br)(Br)Br (Boron tribromide), solution. The solvent is C(Cl)Cl (methylene chloride), C(Cl)Cl (methylene chloride). Conditions: temperature -78 celsius, time 1.5 hour. The product is C(=O)O.NC[C@@H]1C[C@@H](CC2=C(C=CC=C12)O)C1=CC=CC=C1 ([1R,3S] 1-Aminomethyl-5-hydroxy-3-phenyl-1,2,3,4-tetrahydronaphthalene formic acid salt). Yield: 70.0%. As a reaction SMILES: Cl.[NH2:2][CH2:3][C@H:4]1[C:13]2[C:8](=[C:9]([O:14][CH3:15])[CH:10]=[CH:11][CH:12]=2)[CH2:7][C@@H:6]([C:16]2[CH:21]=[CH:20][CH:19]=[CH:18][CH:17]=2)[CH2:5]1.B(Br)(Br)Br.C[OH:27]>C(Cl)Cl>[CH:15]([OH:14])=[O:27].[NH2:2][CH2:3][C@H:4]1[C:13]2[C:8](=[C:9]([OH:14])[CH:10]=[CH:11][CH:12]=2)[CH2:7][C@@H:6]([C:16]2[CH:21]=[CH:20][CH:19]=[CH:18][CH:17]=2)[CH2:5]1 |f:0.1,5.6|. Reported procedure: [1R,3S] 1-Aminomethyl-5-methoxy-3-phenyl-1,2,3,4-tetrahydronaphthalene hydrochloride (0.16 g, 0.53 mmol), from Step 1, was suspended in 5 mL of methylene chloride and the suspension was cooled to -78° C. in a dry ice/acetone bath. Boron tribromide (19 mL of a 1 M solution in methylene chloride, 19 mmol) was added and the reaction mixture was allowed to warm to ambient temperature, kept at ambient temperature for 1.5 h then cooled to -78° C. Methanol (3 mL) was added to the reaction mixture and i... Starting materials: COC1=CC=C(C=O)C=C1 (p-methoxy benzaldehyde), C(C)(=O)OCC (ethyl acetate). Procedure details: The process of claim 1 wherein p-methoxy benzaldehyde is reacted with ethyl acetate in step (a); ethyl p-methoxycinnamate is formed in step (b) and ethyl p-methoxycinnamate and p-methoxycinnamic acid are reacted with a C8 alkanol in step (e) to produce a C8 alkyl p-methoxycinnamate as the product of the process. The product is COC1=CC=C(C=CC(=O)OCC)C=C1 (ethyl p-methoxycinnamate), COC1=CC=C(C=CC(=O)O)C=C1 (p-methoxycinnamic acid). Reaction SMILES: [CH3:1][O:2][C:3]1[CH:10]=[CH:9][C:6]([CH:7]=O)=[CH:5][CH:4]=1.[C:11]([O:14][CH2:15][CH3:16])(=[O:13])[CH3:12]>>[CH3:1][O:2][C:3]1[CH:10]=[CH:9][C:6]([CH:7]=[CH:12][C:11]([O:14][CH2:15][CH3:16])=[O:13])=[CH:5][CH:4]=1.[CH3:1][O:2][C:3]1[CH:10]=[CH:9][C:6]([CH:7]=[CH:12][C:11]([OH:14])=[O:13])=[CH:5][CH:4]=1. As a reaction SMILES: Cl.[C:2]([C:4]1[CH:5]=[CH:6][C:7]2[N:13](CC3C=NC=CC=3)[CH2:12][C@@H:11]([CH2:21][C:22]3[CH:27]=[CH:26][CH:25]=[CH:24][CH:23]=3)[N:10]([S:28]([C:31]3SC=[CH:34][CH:35]=3)(=[O:30])=[O:29])[CH2:9][C:8]=2[CH:36]=1)#[N:3].[C:37]1(C)[C:38](S(Cl)(=O)=O)=CC=[CH:41][CH:42]=1>>[CH3:41][C:42]1[CH:37]=[CH:38][C:31]([S:28]([N:10]2[CH2:9][C:8]3[CH:36]=[C:4]([C:2]#[N:3])[CH:5]=[CH:6][C:7]=3[NH:13][CH2:12][C@H:11]2[CH2:21][C:22]2[CH:27]=[CH:26][CH:25]=[CH:24][CH:23]=2)(=[O:29])=[O:30])=[CH:35][CH:34]=1 |f:0.1|. Reactants: Cl.C(#N)C=1C=CC2=C(CN([C@@H](CN2CC=2C=NC=CC2)CC2=CC=CC=C2)S(=O)(=O)C=2SC=CC2)C1 ((R)-7-Cyano-2,3,4,5-tetrahydro-3-(phenylmethyl)-1-(3-pyridinylmethyl)-4-(2-thienesulfonyl)-1H-1,4-benzodiazepine, Hydrochloride), C=1(C(=CC=CC1)S(=O)(=O)Cl)C (toluenesulfonyl chloride), Cl.C(#N)C=1C=CC2=C(CN([C@@H](CN2CC=2C=NC=CC2)CC2=CC=CC=C2)S(=O)(=O)C=2SC=CC2)C1 ((R)-7-Cyano-2,3,4,5-tetrahydro-3-(phenylmethyl)-1-(3-pyridinylmethyl)-4-(2-thienesulfonyl)-1H-1,4-benzodiazepine, Hydrochloride). Procedure details: The title compound was prepared from Compound A of Example 23 and toluenesulfonyl chloride following the procedure of Compound B of Example 23. Yields the product CC1=CC=C(C=C1)S(=O)(=O)N1[C@@H](CNC2=C(C1)C=C(C=C2)C#N)CC2=CC=CC=C2 ((3R)-2,3,4,5-Tetrahydro-4-[(4-methylphenyl)sulfonyl]-3-(phenylmethyl)-1H-1,4-benzodiazepine-7-carbonitrile).